Dataset: the Open Reaction Database (ORD), a public repository of structured organic reaction records. Task: describe an organic reaction: reactants, conditions, products, and yield Starting materials: CN(C1(CC=C(CC1)C=1NC2=CC=CC=C2C1CC(=O)OC)C1=CC=CC=C1)C ((±)-Methyl 2-(2-(4-(dimethylamino)-4-phenylcyclohex-1-enyl)-1H-indol-3-yl)acetate), Sn. The solvent is Br (HBr), CCO (EtOH). Run at time 16 hour. The product is CN(C1(CCC(CC1)C=1NC2=CC=CC=C2C1CC(=O)OC)C1=CC=CC=C1)C (Methyl 2-(2-(4-(dimethylamino)-4-phenylcyclohexyl)-1H-indol-3-yl)acetate). As a reaction SMILES: [CH3:1][N:2]([CH3:29])[C:3]1([C:23]2[CH:28]=[CH:27][CH:26]=[CH:25][CH:24]=2)[CH2:8][CH2:7][C:6]([C:9]2[NH:10][C:11]3[C:16]([C:17]=2[CH2:18][C:19]([O:21][CH3:22])=[O:20])=[CH:15][CH:14]=[CH:13][CH:12]=3)=[CH:5][CH2:4]1>Br.CCO>[CH3:29][N:2]([CH3:1])[C:3]1([C:23]2[CH:28]=[CH:27][CH:26]=[CH:25][CH:24]=2)[CH2:8][CH2:7][CH:6]([C:9]2[NH:10][C:11]3[C:16]([C:17]=2[CH2:18][C:19]([O:21][CH3:22])=[O:20])=[CH:15][CH:14]=[CH:13][CH:12]=3)[CH2:5][CH2:4]1. Reported procedure: (±)-Methyl 2-(2-(4-(dimethylamino)-4-phenylcyclohex-1-enyl)-1H-indol-3-yl)acetate (936 mg, 2.4 mmol) was dissolved in HBr/glacial acetic acid (33% HBr, 30 ml). Sn powder (2.88 g, 24 mmol) was then added to the mixture in portions at RT in the course of 1 h. When the addition had ended, the reaction mixture was stirred at RT for a further 16 h.—For working up, the mixture was diluted with EtOH (10 ml) and concentrated to dryness on a rotary evaporator. The residue which remained was rendered basi... Starting materials: C(=C)(C)C1=NC(=CC=C1)SC (2-isopropenyl-6-methylthiopyridine), ClN1C(CCC1=O)=O (N-chlorosuccinimide), C1=CC=CC=C1 (benzene). Solvent: CCCCCC (n-hexane). Run at temperature 80 celsius, time 1 hour. Product: ClCC(=C)C1=NC(=CC=C1)SC (2-(1-chloromethylvinyl)-6-methylthiopyridine). Isolated yield 24.5%. Reaction SMILES: [C:1]([C:4]1[CH:9]=[CH:8][CH:7]=[C:6]([S:10][CH3:11])[N:5]=1)([CH3:3])=[CH2:2].[Cl:12]N1C(=O)CCC1=O.C1C=CC=CC=1>CCCCCC>[Cl:12][CH2:2][C:1]([C:4]1[CH:9]=[CH:8][CH:7]=[C:6]([S:10][CH3:11])[N:5]=1)=[CH2:3]. Procedure details: A mixture of 14.5 g of 2-isopropenyl-6-methylthiopyridine, 12.9 g of N-chlorosuccinimide and 30 ml of benzene was stirred at 80° C. for 1 hour. After the reaction mixture was cooled to room temperature, n-hexane was added thereto to remove the insoluble matter through filtration. After distilling off the solvent, the residue was purified by silica gel column chromatography (eluted with n-hexane then n-hexane - ethyl acetate 20:1) to obtain 4.3 g of the objective compound.